From a dataset of the Open Reaction Database (ORD), a public repository of structured organic reaction records. describe an organic reaction: reactants, conditions, products, and yield The reactants are CC(=O)N1CCN2CC1Cc1ccccc12, [K+], O=[N+]([O-])[O-], O=S(=O)(O)O. The product is CC(=O)N1CCN2CC1Cc1ccc([N+](=O)[O-])cc12. Reaction SMILES: [C:6]([CH3:7])(=[O:8])[N:9]1[CH2:10][CH2:11][N:12]2[c:13]3[c:14]([cH:18][cH:19][cH:20][cH:21]3)[CH2:15][CH:16]1[CH2:17]2.[K+:1].[O-:2][N+:3]([O-:4])=[O:5].[S:22](=[O:23])(=[O:24])([OH:25])[OH:26]>>[O-:2][N+:3](=[O:5])[c:20]1[cH:19][cH:18][c:14]2[c:13]([cH:21]1)[N:12]1[CH2:11][CH2:10][N:9]([C:6]([CH3:7])=[O:8])[CH:16]([CH2:15]2)[CH2:17]1. Starting materials: C(C1=CC=CC=C1)OC([C@H]1N(C[C@@H](C1)C#N)C(=O)OC(C)(C)C)=O ((4R)-1-(tert-Butoxycarbonyl)-4-cyano-L-proline Benzyl Ester), C(C)(C)(C)OC(=O)N1[C@H](C(=O)O)C[C@H](C1)CN ((4S)-1-(tert-Butoxycarbonyl)-4-(aminomethyl)-L-proline). Product: C(C)(C)(C)OC(=O)N1[C@H](C(=O)O)C[C@@H](C1)CN ((4R)-1-(tert-Butoxycarbonyl)-4-(aminomethyl)-L-proline). The yield is 67.0%. As a reaction SMILES: C([O:8][C:9](=[O:24])[C@@H:10]1[CH2:14][C@@H:13]([C:15]#[N:16])[CH2:12][N:11]1[C:17]([O:19][C:20]([CH3:23])([CH3:22])[CH3:21])=[O:18])C1C=CC=CC=1.C(OC(N1C[C@H](CN)C[C@H]1C(O)=O)=O)(C)(C)C>>[C:20]([O:19][C:17]([N:11]1[CH2:12][C@@H:13]([CH2:15][NH2:16])[CH2:14][C@H:10]1[C:9]([OH:24])=[O:8])=[O:18])([CH3:23])([CH3:22])[CH3:21]. Procedure details: Cyano acid benzyl acid ester 36 (3.0 g, 9.1 mmol) was hydrogenated as for the synthesis of 12, and the product was crystallized from water/ethanol/ether to give 1.5 g (67% yield), m.p.=230°-231° C. 1H NMR (D2O) δ1.41/1.46 (2s, 9H), 2.11 (m, 1H), 2.60 (m, 1H), 3.12 (m, 2H), 3.73 (m, 1H), 4.17 (dd, J=9.0/3.9,1H). Reactants: Nc1ccc2c(c1)B(O)OC2, O=C1OCCC1=Cc1cc(NC(=O)C(F)(F)F)ccc1S(=O)(=O)Cl, c1ccncc1. Yields the product O=C1OCCC1=Cc1cc(NC(=O)C(F)(F)F)ccc1S(=O)(=O)Nc1ccc2c(c1)B(O)OC2. RXN SMILES: [NH2:25][c:26]1[cH:27][cH:28][c:29]2[c:30]([cH:35]1)[B:31]([OH:34])[O:32][CH2:33]2.[O:1]=[C:2]1[O:3][CH2:4][CH2:5][C:6]1=[CH:7][c:8]1[c:9]([S:21](=[O:22])(=[O:23])[Cl:24])[cH:10][cH:11][c:12]([NH:14][C:15]([C:16]([F:17])([F:18])[F:19])=[O:20])[cH:13]1.[cH:36]1[cH:37][cH:38][n:39][cH:40][cH:41]1>>[O:1]=[C:2]1[O:3][CH2:4][CH2:5][C:6]1=[CH:7][c:8]1[c:9]([S:21](=[O:22])(=[O:23])[NH:25][c:26]2[cH:27][cH:28][c:29]3[c:30]([cH:35]2)[B:31]([OH:34])[O:32][CH2:33]3)[cH:10][cH:11][c:12]([NH:14][C:15]([C:16]([F:17])([F:18])[F:19])=[O:20])[cH:13]1. Starting materials: C[C@@H]1N(CCCC1)C=1C(NC2=CC=C(C=C2N1)C(=O)OC)=O (methyl 3-[(2S)-2-methylpiperidin-1-yl]-2-oxo-1,2-dihydroquinoxaline-6-carboxylate), N1=CC=CC=C1 (pyridine), O(S(=O)(=O)C(F)(F)F)S(=O)(=O)C(F)(F)F (Tf2O). Solvent: ClCCl (dichloromethane). Run at temperature 0 celsius. Product: C[C@@H]1N(CCCC1)C=1C(=NC2=CC=C(C=C2N1)C(=O)OC)OS(=O)(=O)C(F)(F)F ((S)-methyl 3-(2-methylpiperidin-1-yl)-2-(trifluoromethylsulfonyloxy)quinoxaline-6-carboxylate). As a reaction SMILES: [CH3:1][C@H:2]1[CH2:7][CH2:6][CH2:5][CH2:4][N:3]1[C:8]1[C:9](=[O:22])[NH:10][C:11]2[C:16]([N:17]=1)=[CH:15][C:14]([C:18]([O:20][CH3:21])=[O:19])=[CH:13][CH:12]=2.N1C=CC=CC=1.[O:29](S(C(F)(F)F)(=O)=O)[S:30]([C:33]([F:36])([F:35])[F:34])(=O)=[O:31]>ClCCl>[CH3:1][C@H:2]1[CH2:7][CH2:6][CH2:5][CH2:4][N:3]1[C:8]1[C:9]([O:22][S:30]([C:33]([F:36])([F:35])[F:34])(=[O:31])=[O:29])=[N:10][C:11]2[C:16]([N:17]=1)=[CH:15][C:14]([C:18]([O:20][CH3:21])=[O:19])=[CH:13][CH:12]=2. Procedure: To a solution of methyl 3-[(2S)-2-methylpiperidin-1-yl]-2-oxo-1,2-dihydroquinoxaline-6-carboxylate (98 mg, 0.33 mmol) in dichloromethane (30 mL) was added pyridine (104 mg, 1.31 mmol), and then Tf2O (186 mg, 0.66 mmol) was added dropwise with stirring at 0° C. The resulting solution was stirred overnight at room temperature and then quenched by the addition of ice-water (20 mL), extracted with dichloromethane (3×10 mL), dried over anhydrous sodium sulfate and concentrated under vacuum to afford ... The reactants are O=C1CCCCC(Cc2ccc([N+](=O)[O-])c(OCc3ccccc3)c2)N1, CCOC(C)=O, O, O, O, Cl[Sn]Cl. Product: Nc1ccc(CC2CCCCC(=O)N2)cc1OCc1ccccc1. As a reaction SMILES: [CH2:1]([c:2]1[cH:3][cH:4][cH:5][cH:6][cH:7]1)[O:8][c:9]1[cH:10][c:11]([CH2:12][CH:13]2[CH2:14][CH2:15][CH2:16][CH2:17][C:18](=[O:20])[NH:19]2)[cH:21][cH:22][c:23]1[N+:24]([O-:25])=[O:26].[CH3:33][CH2:34][O:35][C:36]([CH3:37])=[O:38].[OH2:27].[OH2:28].[OH2:32].[Sn:29]([Cl:30])[Cl:31]>>[CH2:1]([c:2]1[cH:3][cH:4][cH:5][cH:6][cH:7]1)[O:8][c:9]1[cH:10][c:11]([CH2:12][CH:13]2[CH2:14][CH2:15][CH2:16][CH2:17][C:18](=[O:20])[NH:19]2)[cH:21][cH:22][c:23]1[NH2:24]. Reactants: O=C(CBr)c1ccccc1, ClCCl, COC(=O)C(N)C(C)C, CCOCC, CCN(C(C)C)C(C)C, Cl. The product is COC(=O)C(NCC(=O)c1ccccc1)C(C)C. As a reaction SMILES: [Br:10][CH2:11][C:12](=[O:13])[c:14]1[cH:15][cH:16][cH:17][cH:18][cH:19]1.[CH2:35]([Cl:36])[Cl:37].[CH3:21][O:22][C:23]([CH:24]([NH2:25])[CH:26]([CH3:27])[CH3:28])=[O:29].[CH3:30][CH2:31][O:32][CH2:33][CH3:34].[CH:1]([N:2]([CH:3]([CH3:4])[CH3:5])[CH2:6][CH3:7])([CH3:8])[CH3:9].[ClH:20]>>[CH2:11]([C:12](=[O:13])[c:14]1[cH:15][cH:16][cH:17][cH:18][cH:19]1)[NH:25][CH:24]([C:23]([O:22][CH3:21])=[O:29])[CH:26]([CH3:27])[CH3:28]. The product is CN1C(C(=O)Nc2cccc(Cl)c2)=C(O)c2ccc3ccccc3c2S1(=O)=O. As a reaction SMILES: [CH2:1]([O:3][C:4](=[O:2])[C:6]1=[C:11]([OH:12])[c:10]2[c:9]([c:20]3[c:15]([cH:14][cH:13]2)[cH:16][cH:17][cH:18][cH:19]3)[S:8](=[O:21])(=[O:22])[N:7]1[CH3:23])[CH3:5].[CH2:32]([Cl:33])[CH2:34][Cl:35].[Cl:24][c:25]1[cH:26][c:27]([NH2:28])[cH:29][cH:30][cH:31]1>>[O:3]=[C:4]([C:6]1=[C:11]([OH:12])[c:10]2[c:9]([c:20]3[c:15]([cH:14][cH:13]2)[cH:16][cH:17][cH:18][cH:19]3)[S:8](=[O:21])(=[O:22])[N:7]1[CH3:23])[NH:28][c:27]1[cH:26][c:25]([Cl:24])[cH:31][cH:30][cH:29]1. The reactants are CCOC(=O)C1=C(O)c2ccc3ccccc3c2S(=O)(=O)N1C, ClCCCl, Nc1cccc(Cl)c1. The reactants are ClC=1C=CC2=C(CC(O2)CO)C1 ((5-chloro-2,3-dihydro-1-benzofuran-2-yl)methanol), N1=CC=CC=C1 (pyridine), S(=O)(Cl)Cl (thionyl chloride), C([O-])(O)=O.[Na+] (sodium bicarbonate). Run in C1=CC=CC=C1 (benzene). Conditions: temperature 80 celsius, time 7 hour. Product: ClC=1C=CC2=C(CC(O2)CCl)C1 (5-chloro-2-(chloromethyl)-2,3-dihydro-1-benzofuran). Isolated yield 46.2%. RXN SMILES: [Cl:1][C:2]1[CH:3]=[CH:4][C:5]2[O:9][CH:8]([CH2:10]O)[CH2:7][C:6]=2[CH:12]=1.N1C=CC=CC=1.S(Cl)([Cl:21])=O.C(=O)(O)[O-].[Na+]>C1C=CC=CC=1>[Cl:1][C:2]1[CH:3]=[CH:4][C:5]2[O:9][CH:8]([CH2:10][Cl:21])[CH2:7][C:6]=2[CH:12]=1 |f:3.4|. Reported procedure: To a solution of (5-chloro-2,3-dihydro-1-benzofuran-2-yl)methanol (3 g, 16 mmol) in benzene (50 ml) was added pyridine (1.55 g, 19.6 mmol, 1.2 eq) and thionyl chloride (2.72 g, 23.0 mmol) dropwise with stirring at 0° C. for 7 hours at 80° C. in an oil bath. The reaction mixture was adjusted to ˜pH 8 with aqueous sodium bicarbonate and then extracted with ethyl acetate (3×50 mL). The organic layers were combined, dried over anhydrous magnesium sulfate, filtered, and concentrated under vacuum. The... The reactants are C[Si](C)(C)[N-][Si](C)(C)C, COc1ccc(CNc2ncns2)c(OC)c1, O=S(=O)(Cl)c1cc(F)c(F)cc1F, [Li+], C1CCOC1. Product: COc1ccc(CN(c2ncns2)S(=O)(=O)c2cc(F)c(F)cc2F)c(OC)c1. Reaction SMILES: [CH3:18][Si:19]([CH3:20])([CH3:21])[N-:22][Si:23]([CH3:24])([CH3:25])[CH3:26].[CH3:1][O:2][c:3]1[c:4]([CH2:5][NH:6][c:7]2[n:8][cH:9][n:10][s:11]2)[cH:12][cH:13][c:14]([O:16][CH3:17])[cH:15]1.[F:28][c:29]1[c:30]([S:37](=[O:38])(=[O:39])[Cl:40])[cH:31][c:32]([F:36])[c:33]([F:35])[cH:34]1.[Li+:27].[O:41]1[CH2:42][CH2:43][CH2:44][CH2:45]1>>[CH3:1][O:2][c:3]1[c:4]([CH2:5][N:6]([c:7]2[n:8][cH:9][n:10][s:11]2)[S:37]([c:30]2[c:29]([F:28])[cH:34][c:33]([F:35])[c:32]([F:36])[cH:31]2)(=[O:38])=[O:39])[cH:12][cH:13][c:14]([O:16][CH3:17])[cH:15]1. Run in CN(C)C=O (DMF), CCOC(=O)C (EtOAc). The reactants are COC=1C=C(C=CC1NC(=O)NC1=C(C=CC=C1)C)CC(=O)O (3-methoxy-4-[N′-(2-methylphenyl)ureido]phenylacetic acid), ClC=1C=C(C(=O)OC)C=CC1OC[C@H](C)NC (methyl (S)-3-chloro-4-(2-methylamino-1-propoxy)benzoate), EDC(hydrochloride), C=1C=CC2=C(C1)N=NN2O (HOBt). Product: ClC=1C=C(C(=O)OC)C=CC1OC[C@H](C)N(C(CC1=CC(=C(C=C1)NC(=O)NC1=C(C=CC=C1)C)OC)=O)C (methyl (S)-3-chloro-4-[2-[N-methyl-N-[3-methoxy-4-[N′-(2-methylphenyl)ureido]phenylacetyl]amino]-1-propoxy]benzoate). RXN SMILES: [CH3:1][O:2][C:3]1[CH:4]=[C:5]([CH2:20][C:21]([OH:23])=O)[CH:6]=[CH:7][C:8]=1[NH:9][C:10]([NH:12][C:13]1[CH:18]=[CH:17][CH:16]=[CH:15][C:14]=1[CH3:19])=[O:11].[Cl:24][C:25]1[CH:26]=[C:27]([CH:32]=[CH:33][C:34]=1[O:35][CH2:36][C@@H:37]([NH:39][CH3:40])[CH3:38])[C:28]([O:30][CH3:31])=[O:29].C1C=CC2N(O)N=NC=2C=1>CN(C1C=CN=CC=1)C.CN(C=O)C.CCOC(C)=O>[Cl:24][C:25]1[CH:26]=[C:27]([CH:32]=[CH:33][C:34]=1[O:35][CH2:36][C@@H:37]([N:39]([CH3:40])[C:21](=[O:23])[CH2:20][C:5]1[CH:6]=[CH:7][C:8]([NH:9][C:10]([NH:12][C:13]2[CH:18]=[CH:17][CH:16]=[CH:15][C:14]=2[CH3:19])=[O:11])=[C:3]([O:2][CH3:1])[CH:4]=1)[CH3:38])[C:28]([O:30][CH3:31])=[O:29]. Reagents/catalysts: CN(C)C=1C=CN=CC1 (DMAP). Yield: 102.2%. Conditions: time 2 hour. Procedure: A mixture of 3-methoxy-4-[N′-(2-methylphenyl)ureido]phenylacetic acid (261 mg, 0.83 mmol), methyl (S)-3-chloro-4-(2-methylamino-1-propoxy)benzoate (214 mg, 0.83 mmol), EDC(hydrochloride) (239 mg, 1.25 mmol), HOBt (168 mg, 1.24 mmol), and DMAP (20 mg, 0.16 mmol) in DMF (8 mL) was stirred at room temp for 2 hr. The mixture was diluted with EtOAc, washed with 0.5 N HCl, brine, dried over Na2SO4 and evaporated. The residue was purified by column chromatography on silica-gel with CHCl3—MeOH (50:1, v/...